Dataset: the Open Reaction Database (ORD), a public repository of structured organic reaction records. Task: describe an organic reaction: reactants, conditions, products, and yield Starting materials: CC1=C(C(=CC=C1)CC)NC1C(OCC1)=O (N-(2-methyl-6-ethylphenyl)amino-tetrahydrofuran-2-one), C(C)(=S)[O-].[K+] (potassium thioacetate), ice water. The solvent is COCCOCCOC (diethylene glycol dimethyl ether). Reaction conditions: temperature 150 celsius, time 20 hour. Product: CC1=C(C(=CC=C1)CC)NC1C(SCC1)=O (N-(2-methyl-6-ethylphenyl)-amino-tetrahydrothiophen-2-one). The yield is 44.2%. As a reaction SMILES: [CH3:1][C:2]1[CH:7]=[CH:6][CH:5]=[C:4]([CH2:8][CH3:9])[C:3]=1[NH:10][CH:11]1[CH2:15][CH2:14][O:13][C:12]1=O.C([O-])(=[S:19])C.[K+]>COCCOCCOC>[CH3:1][C:2]1[CH:7]=[CH:6][CH:5]=[C:4]([CH2:8][CH3:9])[C:3]=1[NH:10][CH:11]1[CH2:15][CH2:14][S:19][C:12]1=[O:13] |f:1.2|. Procedure: 11 g (0.05 mol) of N-(2-methyl-6-ethylphenyl)amino-tetrahydrofuran-2-one and 6.6 g (0.05 mol) of potassium thioacetate are dissolved in 200 ml of diethylene glycol dimethyl ether and the solution is stirred for 20 hours at 150° C. After cooling, the mixture is poured into ice-water and extracted with methylene chloride. The combined extracts are washed repeatedly with water, dried over sodium sulfate and filtered and the filtrate is concentrated. After distillation under a high vacuum, the resid...